From a dataset of the Open Reaction Database (ORD), a public repository of structured organic reaction records. describe an organic reaction: reactants, conditions, products, and yield Reactants: solution, C(C=C)Br (allyl bromide), solution, C(C)(C)[N-]C(C)C.[Li+] (lithium diisopropyl amide), solution, C12C(CC(CC1)C2)=O ((+)-2-norbornanone), Cl (hydrochloric acid). The solvent is O1CCCC1 (tetrahydrofuran), O1CCCC1.CCCCCC (tetrahydrofuran hexane), O1CCCC1 (tetrahydrofuran). Conditions: temperature -20 celsius, time 30 minute. Yields the product C(C=C)C1C(C2CCC1C2)=O (3-allyl-2-norbornanone). Reaction SMILES: [CH:1]([N-]C(C)C)([CH3:3])[CH3:2].[Li+].[CH:9]12[CH2:15][CH:12]([CH2:13][CH2:14]1)[CH2:11][C:10]2=[O:16].C(Br)C=C.Cl>O1CCCC1.CCCCCC.O1CCCC1>[CH2:3]([CH:11]1[CH:12]2[CH2:15][CH:9]([CH2:14][CH2:13]2)[C:10]1=[O:16])[CH:1]=[CH2:2] |f:0.1,5.6|. Reported procedure: To 194 ml (388 mmol) of a 2M solution of lithium diisopropyl amide in tetrahydrofuran-hexane, 50 ml of a solution of 38.9 g (353 mmol) of (+)-2-norbornanone in tetrahydrofuran was added dropwise at -40° C., and the mixture was stirred at -20° C. for 30 minutes. Then, 30 ml of a solution of 47.0 g (388 mmol) of allyl bromide in tetrahydrofuran was added dropwise, the mixture was stirred at -20° C. for 30 minutes, the temperature of the mixture was raised to room temperature, and the mixture was s... Starting materials: CI (methyl iodide), COC1=C(C=CC(=C1)C)CC(=O)OCC (ethyl 2-methoxy-4-methylphenylacetate), solution, C[Si](C)(C)[N-][Si](C)(C)C.[Na+] (sodium bis(trimethylsilyl)amide). Solvent: O1CCCC1 (tetrahydrofuran), O1CCCC1 (tetrahydrofuran). Reaction conditions: time 1 hour. Product: COC1=C(C=CC(=C1)C)C(C(=O)OC)C (methyl 2-(2-methoxy-4-methylphenyl)propionate). As a reaction SMILES: [CH3:1][O:2][C:3]1[CH:8]=[C:7]([CH3:9])[CH:6]=[CH:5][C:4]=1[CH2:10][C:11]([O:13][CH2:14]C)=[O:12].[CH3:16][Si]([N-][Si](C)(C)C)(C)C.[Na+].CI>O1CCCC1>[CH3:1][O:2][C:3]1[CH:8]=[C:7]([CH3:9])[CH:6]=[CH:5][C:4]=1[CH:10]([CH3:16])[C:11]([O:13][CH3:14])=[O:12] |f:1.2|. Reported procedure: The resulting ethyl 2-methoxy-4-methylphenylacetate was dissolved in tetrahydrofuran (50 ml), and to the solution was added dropwise a 1.0 M solution of sodium bis(trimethylsilyl)amide in tetrahydrofuran (19 ml) at −70° C., the mixture was stirred at the same temperature for 1 hour, then methyl iodide (3.1 ml) was added dropwise to the mixture, and the mixture was further stirred at −30° C. for 1 hour. The reaction mixture was quenched with 2 M aqueous hydrochloric acid (15 ml), and extracted wi... The reactants are N1(CCNCC1)CCO (2-piperazinoethanol), CS(=O)(=O)Cl (methanesulfonyl chloride), C(C)(=O)N1CCN(CC1)CCO (2-(4-acetylpiperazino)ethanol), C(C)(=O)Cl (acetyl chloride). The product is S(C)(=O)(=O)OCCN1CCN(CC1)C(C)=O (2-(4-acetylpiperazino)ethyl mesylate). As a reaction SMILES: N1(CCO)CCNCC1.[C:10]([N:13]1[CH2:18][CH2:17][N:16]([CH2:19][CH2:20][OH:21])[CH2:15][CH2:14]1)(=[O:12])[CH3:11].C(Cl)(=O)C.[CH3:26][S:27](Cl)(=[O:29])=[O:28]>>[S:27]([O:21][CH2:20][CH2:19][N:16]1[CH2:17][CH2:18][N:13]([C:10](=[O:12])[CH3:11])[CH2:14][CH2:15]1)(=[O:29])(=[O:28])[CH3:26]. Procedure details: In the same process, 2-piperazinoethanol is replaced by equivalent 2-(4-acetylpiperazino)ethanol and acetyl chloride is replaced by equivalent methanesulfonyl chloride to produce 2-(4-acetylpiperazino)ethyl mesylate. The reactants are CS\C(=N/C(OC(C)(C)C)=O)\NC(OC(C)(C)C)=O (bis(1,1-dimethylethyl) [(Z)-(methylsulphanyl)methylylidene]biscarbamate), ClC1=C(COC=2C=C(C(=CC2)N)N)C(=CC=C1)Cl (4-[(2,6-dichlorobenzyl)oxy]benzene-1,2-diamine). Run in CO (methanol), C(C)(=O)O (acetic acid). Product: ClC1=C(COC=2C=CC3=C(NC(=N3)NC(OC(C)(C)C)=O)C2)C(=CC=C1)Cl (1,1-dimethylethyl {6-[(2,6-dichlorobenzyl)oxy]-1H-benzimidazol-2-yl}carbamate). Isolated yield 67.8%. Reaction SMILES: CS/[C:3](/[NH:12][C:13](=O)OC(C)(C)C)=[N:4]\[C:5](=[O:11])[O:6][C:7]([CH3:10])([CH3:9])[CH3:8].[Cl:20][C:21]1[CH:36]=[CH:35][CH:34]=[C:33]([Cl:37])[C:22]=1[CH2:23][O:24][C:25]1[CH:26]=[C:27]([NH2:32])C(N)=[CH:29][CH:30]=1>CO.C(O)(=O)C>[Cl:20][C:21]1[CH:36]=[CH:35][CH:34]=[C:33]([Cl:37])[C:22]=1[CH2:23][O:24][C:25]1[CH:30]=[CH:29][C:13]2[N:12]=[C:3]([NH:4][C:5](=[O:11])[O:6][C:7]([CH3:8])([CH3:9])[CH3:10])[NH:32][C:27]=2[CH:26]=1. Procedure details: add 615 mg of bis(1,1-dimethylethyl) [(Z)-(methylsulphanyl)methylylidene]biscarbamate to a solution of 600 mg of 4-[(2,6-dichlorobenzyl)oxy]benzene-1,2-diamine in a mixture of 30 cm3 of methanol and 127 mg of pure acetic acid. The mixture is refluxed for about 3 hours then concentrated under reduced pressure (0.2 kPa). The residue is taken up in 20 cm3 of a saturated aqueous solution of potassium carbonate and the mixture is extracted three times with 100 cm3 of dichloromethane. The combined org...